Dataset: the Open Reaction Database (ORD), a public repository of structured organic reaction records. Task: describe an organic reaction: reactants, conditions, products, and yield The reactants are COC(=O)C=1C=C(C=C2C(CC(NC12)C1=CC(=CC=C1)Br)(C)C)Cl (2-(3-bromo-phenyl)-6-chloro-4,4-dimethyl-1,2,3,4-tetrahydro-quinoline-8-carboxylic acid methyl ester), O1C(NCC1)=O (oxazolidin-2-one), CNCCNC (N,N′-dimethyl-ethane-1,2-diamine), C([O-])([O-])=O.[K+].[K+] (potassium carbonate). Reagents/catalysts: [Cu]I (copper(I) iodide). The solvent is CS(=O)C (dimethyl sulfoxide). Run at temperature 120 celsius, time 16 hour. The product is ClC=1C=C2C(CC(NC2=C(C1)C(=O)O)C1=CC(=CC=C1)N1C(OCC1)=O)(C)C (6-chloro-4,4-dimethyl-2-[3-(2-oxo-oxazolidin-3-yl)-phenyl]-1,2,3,4-tetrahydro-quinoline-8-carboxylic acid). Isolated yield 79.8%. Reaction SMILES: C[O:2][C:3]([C:5]1[CH:6]=[C:7]([Cl:24])[CH:8]=[C:9]2[C:14]=1[NH:13][CH:12]([C:15]1[CH:20]=[CH:19][CH:18]=[C:17](Br)[CH:16]=1)[CH2:11][C:10]2([CH3:23])[CH3:22])=[O:4].[O:25]1[CH2:29][CH2:28][NH:27][C:26]1=[O:30].CNCCNC.C(=O)([O-])[O-].[K+].[K+]>CS(C)=O.[Cu]I>[Cl:24][C:7]1[CH:8]=[C:9]2[C:14](=[C:5]([C:3]([OH:2])=[O:4])[CH:6]=1)[NH:13][CH:12]([C:15]1[CH:20]=[CH:19][CH:18]=[C:17]([N:27]3[CH2:28][CH2:29][O:25][C:26]3=[O:30])[CH:16]=1)[CH2:11][C:10]2([CH3:23])[CH3:22] |f:3.4.5|. Procedure details: A mixture of 2-(3-bromo-phenyl)-6-chloro-4,4-dimethyl-1,2,3,4-tetrahydro-quinoline-8-carboxylic acid methyl ester (1 g, 2.5 mmol), oxazolidin-2-one (230 mg, 2.63 mmol), copper(I) iodide (95 mg, 0.5 mmol), N,N′-dimethyl-ethane-1,2-diamine (0.11 mL, 1 mmol), and potassium carbonate (1.04 g, 7.5 mmol) in dimethyl sulfoxide (10 mL). The reaction mixture was stirred at 120° C. for 16 h. Then the reaction mixture cooled to room temperature. The reaction mixture was extracted with ethyl acetate (2×50 m... Run in CC(C)([O-])C.[K+] (potassium tert-butoxide). Product: C1OC=2C=C(CC=3NC(C4=C(N3)N(N=C4CC)C(CCCC4=CC=CC=C4)C)=O)C=CC2O1 (6-(3,4-Methylenedioxy-benzyl)-1-(1-methyl -4-phenyl-butyl)-3-ethyl-1,5-dihydro-pyrazolo[3,4-d]pyrimidin-4-one). Starting materials: NC1=C(C(=NN1C(CCCC1=CC=CC=C1)C)CC)C(=O)N (5-amino-1-(1-methyl-4-phenyl-butyl)-3-ethyl-1H-pyrazole-4-carboxamide), C1OC=2C=C(C=CC2O1)CC(=O)OC (methyl 3,4-methylenedioxyphenylacetate), ClCCl (dichloromethane), C(O)([O-])=O.[Na+] (sodium hydrogen carbonate). The yield is 50.0%. RXN SMILES: [NH2:1][C:2]1[N:6]([CH:7]([CH3:17])[CH2:8][CH2:9][CH2:10][C:11]2[CH:16]=[CH:15][CH:14]=[CH:13][CH:12]=2)[N:5]=[C:4]([CH2:18][CH3:19])[C:3]=1[C:20]([NH2:22])=[O:21].[CH2:23]1[O:31][C:30]2[CH:29]=[CH:28][C:27]([CH2:32][C:33](OC)=O)=[CH:26][C:25]=2[O:24]1.ClCCl.C(=O)([O-])O.[Na+]>CC(C)([O-])C.[K+]>[CH2:23]1[O:31][C:30]2[CH:29]=[CH:28][C:27]([CH2:32][C:33]3[NH:22][C:20](=[O:21])[C:3]4[C:4]([CH2:18][CH3:19])=[N:5][N:6]([CH:7]([CH3:17])[CH2:8][CH2:9][CH2:10][C:11]5[CH:12]=[CH:13][CH:14]=[CH:15][CH:16]=5)[C:2]=4[N:1]=3)=[CH:26][C:25]=2[O:24]1 |f:3.4,5.6|. Procedure: 19 mg (0.063 mmol) of 5-amino-1-(1-methyl-4-phenyl-butyl)-3-ethyl-1H-pyrazole-4-carboxamide and 35 mg (0.180 mmol) of methyl 3,4-methylenedioxyphenylacetate are refluxed for 6 hours in 0.9 ml of 0.5M ethanolic potassium tert-butoxide solution. After dichloromethane and saturated aqueous sodium hydrogen carbonate solution have been added, the phases are separated. Purification by chromatography gives 14 mg (48%) of a solid, Rf=0.64 (dichloromethane/methanol=15:1). Run at temperature 110 celsius, time 10 minute. The product is ClC=1C=C(COCC(=O)OCC)C=C(C1C=O)Cl (ethyl 3,5-dichloro-4-formylbenzyloxyacetate). The reactants are [H-].[Na+] (sodium hydride), ClC1=C(C=O)C(=CC(=C1)CO)Cl (2,6-dichloro-4-hydroxymethylbenzaldehyde), BrCC(=O)OCC (ethyl bromoacetate). The solvent is CN(C=O)C (dimethyl formamide). Reaction SMILES: [Cl:1][C:2]1[CH:9]=[C:8]([CH2:10][OH:11])[CH:7]=[C:6]([Cl:12])[C:3]=1[CH:4]=[O:5].[H-].[Na+].Br[CH2:16][C:17]([O:19][CH2:20][CH3:21])=[O:18]>CN(C)C=O>[Cl:1][C:2]1[CH:9]=[C:8]([CH:7]=[C:6]([Cl:12])[C:3]=1[CH:4]=[O:5])[CH2:10][O:11][CH2:16][C:17]([O:19][CH2:20][CH3:21])=[O:18] |f:1.2|. Reported procedure: A solution of 500 mg (2.4 mmol) A3 in 5 ml dry dimethyl formamide under nitrogen was cooled in an ice bath and 73 mg (3.0 mmol) sodium hydride was added and the mixture was stirred for 10 minutes. After addition of 410 mg (2.6 mmol) ethyl bromoacetate, the mixture was heated to 110° C. for 8 h. The solvent was removed in vacuo and the residue was taken up in ethyl acetate and washed with water. The organic layer was dried over sodium sulphate and evaporated to dryness. Purification of the residu... Solvent: O1CCCC1 (tetrahydrofuran). Reaction SMILES: [OH:1][CH2:2][C:3]1[CH:26]=[CH:25][C:6]([O:7][CH2:8][C:9]2[N:10]=[C:11]([C:15]3[CH:16]=[C:17]([CH:22]=[CH:23][CH:24]=3)[C:18]([O:20][CH3:21])=[O:19])[O:12][C:13]=2[CH3:14])=[CH:5][CH:4]=1.O[C:28]1[C:32]([CH:33]=[O:34])=[CH:31][N:30]([C:35]2[CH:40]=[CH:39][CH:38]=[CH:37][CH:36]=2)[N:29]=1.C(P(CCCC)CCCC)CCC.N(C(N1CCCCC1)=O)=NC(N1CCCCC1)=O>O1CCCC1>[CH:33]([C:32]1[C:28]([O:1][CH2:2][C:3]2[CH:4]=[CH:5][C:6]([O:7][CH2:8][C:9]3[N:10]=[C:11]([C:15]4[CH:16]=[C:17]([CH:22]=[CH:23][CH:24]=4)[C:18]([O:20][CH3:21])=[O:19])[O:12][C:13]=3[CH3:14])=[CH:25][CH:26]=2)=[N:29][N:30]([C:35]2[CH:36]=[CH:37][CH:38]=[CH:39][CH:40]=2)[CH:31]=1)=[O:34]. Product: C(=O)C=1C(=NN(C1)C1=CC=CC=C1)OCC1=CC=C(OCC=2N=C(OC2C)C=2C=C(C(=O)OC)C=CC2)C=C1 (methyl 3-{4-[(4-{[(4-formyl-1-phenyl-1H-pyrazol-3-yl)oxy]methyl}phenoxy)methyl]-5-methyl-1,3-oxazol-2-yl}benzoate). Reported procedure: To a mixture of methyl 3-(4-{[4-(hydroxymethyl)phenoxy]methyl}-5-methyl-1,3-oxazol-2-yl)benzoate (1.34 g), 3-hydroxy-1-phenyl-1H-pyrazole-4-carbaldehyde (0.50 g), tributylphosphine (0.77 g) and tetrahydrofuran (100 mL) was added 1,1′-(azodicarbonyl)dipiperidine (0.96 g) was added at room temperature, and the mixture was stirred for 15 hrs. The precipitated crystals were removed by filtration and the filtrate was concentrated. The residue was subjected to silica gel column chromatography to give ... The reactants are N(=NC(=O)N1CCCCC1)C(=O)N1CCCCC1 (1,1′-(azodicarbonyl)dipiperidine), OCC1=CC=C(OCC=2N=C(OC2C)C=2C=C(C(=O)OC)C=CC2)C=C1 (methyl 3-(4-{[4-(hydroxymethyl)phenoxy]methyl}-5-methyl-1,3-oxazol-2-yl)benzoate), OC1=NN(C=C1C=O)C1=CC=CC=C1 (3-hydroxy-1-phenyl-1H-pyrazole-4-carbaldehyde), C(CCC)P(CCCC)CCCC (tributylphosphine). Run at time 15 hour. Isolated yield 44.6%. Reactants: COC([C@H](CC1=CC=C(C=C1)OC1=C(C(=NC=C1)C)C)NC(=O)[C@H]1NCC=2C=C3C(=CC2C1)OC[C@@H](O3)C3=CC=C(C=C3)OCC3CCCCC3)=O ((S)-2-{[(3S,8S)-3-(4-cyclohexylmethoxy-phenyl)-2,3,6,7,8,9-hexahydro-[1,4]dioxino[2,3-g]isoquinoline-8-carbonyl]-amino}-3-[4-(2,3-dimethyl-pyridin-4-yloxy)-phenyl]-propionic acid methyl ester), N(=C=O)C(C)(C)C (2-isocyanato-2-methyl-propane). The solvent is C(Cl)Cl (DCM). Reaction conditions: time 1 hour. Yields the product C(C)(C)(C)NC(=O)N1CC=2C=C3C(=CC2C[C@H]1C(=O)N[C@H](C(=O)O)CC1=CC=C(C=C1)OC1=C(C(=NC=C1)C)C)OC[C@@H](O3)C3=CC=C(C=C3)OCC3CCCCC3 ((S)-2-{[(3S,8S)-7-tert-Butylcarbamoyl-3-(4-cyclohexylmethoxy-phenyl)-2,3,6,7,8,9-hexahydro-[1,4]dioxino[2,3-g]isoquinoline-8-carbonyl]-amino}-3-[4-(2,3-dimethyl-pyridin-4-yloxy)-phenyl]-propionic acid). Reaction SMILES: C[O:2][C:3](=[O:52])[C@@H:4]([NH:21][C:22]([C@@H:24]1[CH2:33][C:32]2[CH:31]=[C:30]3[O:34][CH2:35][C@H:36]([C:38]4[CH:43]=[CH:42][C:41]([O:44][CH2:45][CH:46]5[CH2:51][CH2:50][CH2:49][CH2:48][CH2:47]5)=[CH:40][CH:39]=4)[O:37][C:29]3=[CH:28][C:27]=2[CH2:26][NH:25]1)=[O:23])[CH2:5][C:6]1[CH:11]=[CH:10][C:9]([O:12][C:13]2[CH:18]=[CH:17][N:16]=[C:15]([CH3:19])[C:14]=2[CH3:20])=[CH:8][CH:7]=1.[N:53]([C:56]([CH3:59])([CH3:58])[CH3:57])=[C:54]=[O:55]>C(Cl)Cl>[C:56]([NH:53][C:54]([N:25]1[C@H:24]([C:22]([NH:21][C@@H:4]([CH2:5][C:6]2[CH:7]=[CH:8][C:9]([O:12][C:13]3[CH:18]=[CH:17][N:16]=[C:15]([CH3:19])[C:14]=3[CH3:20])=[CH:10][CH:11]=2)[C:3]([OH:2])=[O:52])=[O:23])[CH2:33][C:32]2[CH:31]=[C:30]3[O:34][CH2:35][C@H:36]([C:38]4[CH:43]=[CH:42][C:41]([O:44][CH2:45][CH:46]5[CH2:47][CH2:48][CH2:49][CH2:50][CH2:51]5)=[CH:40][CH:39]=4)[O:37][C:29]3=[CH:28][C:27]=2[CH2:26]1)=[O:55])([CH3:59])([CH3:58])[CH3:57]. Procedure: To a solution of (S)-2-{[(3S,8S)-3-(4-cyclohexylmethoxy-phenyl)-2,3,6,7,8,9-hexahydro-[1,4]dioxino[2,3-g]isoquinoline-8-carbonyl]-amino}-3-[4-(2,3-dimethyl-pyridin-4-yloxy)-phenyl]-propionic acid methyl ester (25 mg) in DCM was added 2-isocyanato-2-methyl-propane (5 eq.) and the reaction stirred was at room temperature for 1 hour. The reaction mixture was directly purified over silica (hexanes to 1:1 hexanes EtOAc to 1:1 hexanes EtOAc+1% MeOH to 1:1 hexanes EtOAc+2% MeOH to 1:1 hexanes EtOAc+3% ... Conditions: temperature 60 celsius, time 5 hour. Isolated yield 100.2%. RXN SMILES: [CH3:1][C:2]1[C:11]([C:12]2[S:13][C:14]([C:23]3[N:27]=[CH:26][N:25]([CH:28]4[CH2:33][CH2:32][CH2:31][CH2:30][O:29]4)[N:24]=3)=[C:15]([C:17]3[CH:22]=[CH:21][CH:20]=[CH:19][CH:18]=3)[N:16]=2)=[C:5]2[CH:6]=[C:7]([OH:10])[CH:8]=[CH:9][N:4]2[N:3]=1.C(=O)([O-])[O-].[K+].[K+].Cl[CH2:41][CH2:42][CH2:43][N:44]1[CH2:49][CH2:48][O:47][CH2:46][CH2:45]1.C(=O)(O)[O-].[Na+]>CN(C=O)C.CCOC(C)=O>[CH3:1][C:2]1[C:11]([C:12]2[S:13][C:14]([C:23]3[N:27]=[CH:26][N:25]([CH:28]4[CH2:33][CH2:32][CH2:31][CH2:30][O:29]4)[N:24]=3)=[C:15]([C:17]3[CH:22]=[CH:21][CH:20]=[CH:19][CH:18]=3)[N:16]=2)=[C:5]2[CH:6]=[C:7]([O:10][CH2:41][CH2:42][CH2:43][N:44]3[CH2:49][CH2:48][O:47][CH2:46][CH2:45]3)[CH:8]=[CH:9][N:4]2[N:3]=1 |f:1.2.3,5.6|. Starting materials: CC1=NN2C(C=C(C=C2)O)=C1C=1SC(=C(N1)C1=CC=CC=C1)C1=NN(C=N1)C1OCCCC1 (2-methyl-3-{4-phenyl-5-[1-(tetrahydro-2H-pyran-2-yl)-1H-1,2,4-triazol-3-yl]-1,3-thiazol-2-yl}pyrazolo[1,5-a]pyridin-5-ol), C([O-])(O)=O.[Na+] (sodium bicarbonate), C([O-])([O-])=O.[K+].[K+] (potassium carbonate), ClCCCN1CCOCC1 (4-(3-chloropropyl)morpholine). Procedure details: To a suspension of 2-methyl-3-{4-phenyl-5-[1-(tetrahydro-2H-pyran-2-yl)-1H-1,2,4-triazol-3-yl]-1,3-thiazol-2-yl}pyrazolo[1,5-a]pyridin-5-ol (100 mg, 0.218 mmol) obtained in Example 31-B-(i) and potassium carbonate (60.3 mg, 0.436 mmol) in DMF (4 mL), was added 4-(3-chloropropyl)morpholine (71.3 mg, 0.436 mmol) obtained above and the mixture was stirred for 5 h at 60° C. To the reaction mixture, were added EtOAc (20 mL) and saturated aqueous solution of sodium bicarbonate (15 mL). The organic lay... Product: CC1=NN2C(C=C(C=C2)OCCCN2CCOCC2)=C1C=1SC(=C(N1)C1=CC=CC=C1)C1=NN(C=N1)C1OCCCC1 (2-methyl-5-(3-morpholin-4-ylpropoxy)-3-{4-phenyl-5-[1-(tetrahydro-2H-pyran-2-yl)-1H-1,2,4-triazol-3-yl]-1,3-thiazol-2-yl}pyrazolo[1,5-a]pyridine). The solvent is CN(C)C=O (DMF), CCOC(=O)C (EtOAc). The reactants are [OH-].[Na+] (sodium hydroxide), OO (hydrogen peroxide), CSC (dimethylsulfide), [BH4-].[Na+] (sodium borohydride), COC(C[C@H](C(=O)O)SCC1=CC=CC=C1)=O ((3R)-3-benzylthio-3-carboxypropionic acid methyl ester), [Cl-].[Na+] (sodium chloride). Solvent: O1CCCC1 (tetrahydrofuran), O1CCCC1 (tetrahydrofuran). Run at time 30 minute. Yields the product COC(C[C@H](CO)SCC1=CC=CC=C1)=O ((3R)-3-benzylthio-4-hydroxybutyric acid methyl ester). The yield is 82.0%. As a reaction SMILES: [BH4-].[Na+].CSC.[CH3:6][O:7][C:8](=[O:22])[CH2:9][C@@H:10]([S:14][CH2:15][C:16]1[CH:21]=[CH:20][CH:19]=[CH:18][CH:17]=1)[C:11](O)=[O:12].[OH-].[Na+].OO.[Cl-].[Na+]>O1CCCC1>[CH3:6][O:7][C:8](=[O:22])[CH2:9][C@@H:10]([S:14][CH2:15][C:16]1[CH:17]=[CH:18][CH:19]=[CH:20][CH:21]=1)[CH2:11][OH:12] |f:0.1,4.5,7.8|. Procedure details: To a suspension of sodium borohydride (1.78 g) in tetrahydrofuran (70 ml)is added dimethylsulfide (2.8 ml) at room temperature, and thereto is added dropwise a solution of boron trifluoride·ether complex (6.3 ml) in tetrahydrofuran (10 ml) at room temperature, and the mixture is stirred for 30 minutes. To the mixture is added (3R)-3-benzylthio-3-carboxypropionic acid methyl ester (10 g) at room temperature, and the mixture is stirred for 1.5 hour. After the reaction is completed, to the reaction...